From a dataset of the Open Reaction Database (ORD), a public repository of structured organic reaction records. describe an organic reaction: reactants, conditions, products, and yield The reactants are C(=O)=O (CO2), carbene, NHC—Cu, [N+](=O)([O-])C1=CC=C(C=C1)C#C (4-nitro-1-ethynylbenzene), NHC, C(=O)=O (CO2), 5(NHC—Cu)0, carbene, carboxylic acid, C(=O)=O (CO2), C(=O)([O-])[O-].[Cs+].[Cs+] (Cs2CO3), carbenes, N-heterocyclic carbenes, poly-N-heterocyclic carbene. Reagents/catalysts: [C-]#[C-].[Cu+2] (copper acetylide), [Cu] (copper), Cl[Cu] (CuCl). The product is [N+](=O)([O-])C1=CC=C(C=C1)C#CC(=O)O (4-nitro-phenylpropiolic acid). Yield: 70.0%. As a reaction SMILES: [C:1](=[O:3])=[O:2].C([O-])([O-])=O.[Cs+].[Cs+].[N+:10]([C:13]1[CH:18]=[CH:17][C:16]([C:19]#[CH:20])=[CH:15][CH:14]=1)([O-:12])=[O:11]>[C-]#[C-].[Cu+2].Cl[Cu].[Cu]>[N+:10]([C:13]1[CH:18]=[CH:17][C:16]([C:19]#[C:20][C:1]([OH:3])=[O:2])=[CH:15][CH:14]=1)([O-:12])=[O:11] |f:1.2.3,5.6|. Reported procedure: In general, terminal aromatic alkynes with an electron withdrawing group are deactivated and often inert to many transformations. With an electron withdrawing group on the phenyl ring, the nucleophilicity of C1 carbon of alkynes is reduced dramatically. The carboxylation of 4-nitro-1-ethynylbenzene was unsatisfactory with a very low yield of the corresponding acid (0-8%) under standard conditions. Low yields (around 2%) were also observed as the reaction temperature was adjusted to 0° C. and 50°... The reactants are N1N=CC(=C1)C1CN(CCC1)C(=O)OC(C)(C)C (tert-butyl 3-(1H-pyrazol-4-yl)piperidine-1-carboxylate), Cl (hydrogen chloride). The solvent is O1CCOCC1 (1,4-dioxane). Yields the product Cl.N1N=CC(=C1)C1CNCCC1 (3-(1H-pyrazol-4-yl)piperidine hydrochloride). The yield is 47.0%. RXN SMILES: [NH:1]1[CH:5]=[C:4]([CH:6]2[CH2:11][CH2:10][CH2:9][N:8](C(OC(C)(C)C)=O)[CH2:7]2)[CH:3]=[N:2]1.[ClH:19]>O1CCOCC1>[ClH:19].[NH:1]1[CH:5]=[C:4]([CH:6]2[CH2:11][CH2:10][CH2:9][NH:8][CH2:7]2)[CH:3]=[N:2]1 |f:3.4|. Procedure details: A 100-mL round-bottomed flask was charged with a solution of tert-butyl 3-(1H-pyrazol-4-yl)piperidine-1-carboxylate (3.6 g, 14.34 mmol, 1.00 equiv) in 1,4-dioxane (20 mL) and hydrogen chloride (6M, 20 mL). The resulting solution was heated to reflux for 1 hour. Upon completion, the resulting mixture was cooled down and concentrated on a rotary evaporator affording 3-(1H-pyrazol-4-yl)piperidine hydrochloride as white solid (1.5 g, 47%). Reactants: C1CCOC1, CCOC(C)=O, CC(C)[Mg+], [Cl-], [Cl-], CCOC(=O)C(F)F, [Li+], c1cscn1. Yields the product O=C(c1nccs1)C(F)F. RXN SMILES: [CH2:21]1[O:22][CH2:23][CH2:24][CH2:25]1.[CH3:26][CH2:27][O:28][C:29](=[O:30])[CH3:31].[CH:9]([Mg+:10])([CH3:11])[CH3:12].[Cl-:6].[Cl-:8].[F:13][CH:14]([C:15](=[O:16])[O:17][CH2:18][CH3:19])[F:20].[Li+:7].[cH:1]1[cH:2][s:3][cH:4][n:5]1>>[cH:1]1[cH:2][s:3][c:4]([C:15]([CH:14]([F:13])[F:20])=[O:16])[n:5]1. The reactants are C(C)(=O)NC1=CC=C(C(=O)O)C=C1 (4-acetamidobenzoic acid), CC1(OB(OC1(C)C)C=1C=CC(=C(C1)N)[N+](=O)[O-])C (5-(4,4,5,5-Tetramethyl-1,3,2-dioxaborolan-2-yl)-2-nitrobenzenamine), C(C)(=O)NC1=CC=C(C(=O)Cl)C=C1 (4-acetamidobenzoyl chloride). The reagents and catalysts are CN(C1=CC=NC=C1)C (4-(dimethylamino)pyridine). Run in N1=CC=CC=C1 (pyridine). Reaction conditions: time 16 hour. Yields the product C(C)(=O)NC1=CC=C(C(=O)NC2=C(C=CC(=C2)B2OC(C(O2)(C)C)(C)C)[N+](=O)[O-])C=C1 (4-Acetylamino-N-[2-nitro-5-(4,4,5,5-tetramethyl-[1,3,2]dioxaborolan-2-yl)-phenyl]-benzamide). Isolated yield 16.0%. RXN SMILES: [CH3:1][C:2]1([CH3:19])[C:6]([CH3:8])([CH3:7])[O:5][B:4]([C:9]2[CH:10]=[CH:11][C:12]([N+:16]([O-:18])=[O:17])=[C:13]([NH2:15])[CH:14]=2)[O:3]1.[C:20]([NH:23][C:24]1[CH:32]=[CH:31][C:27]([C:28](Cl)=[O:29])=[CH:26][CH:25]=1)(=[O:22])[CH3:21].C(NC1C=CC(C(O)=O)=CC=1)(=O)C>N1C=CC=CC=1.CN(C)C1C=CN=CC=1>[C:20]([NH:23][C:24]1[CH:32]=[CH:31][C:27]([C:28]([NH:15][C:13]2[CH:14]=[C:9]([B:4]3[O:3][C:2]([CH3:19])([CH3:1])[C:6]([CH3:7])([CH3:8])[O:5]3)[CH:10]=[CH:11][C:12]=2[N+:16]([O-:18])=[O:17])=[O:29])=[CH:26][CH:25]=1)(=[O:22])[CH3:21]. Procedure: To a solution of compound 132 (18 mg, 0.689 mmol) in pyridine (2.8 mL) was added 4-acetamidobenzoyl chloride (150 mg, 0.758 mmol) and 4-(dimethylamino)pyridine (8 mg, 0.07 mmol) and the mixture was stirred for 16 h. at r.t. Then, it was partitioned between EtOAc and H2O, The aqueous layer was extracted with fresh EtOAc and the combined organic layers were washed with brine, dried over MgSO4, filtered and concentrated in vacuo. The resulting crude oil was purified by flash chromatography on silic... The reactants are N(=[N+]=[N-])[C@H](CO)C=1C=NC(=CC1)C(F)F ((S)-2-azido-2-(6-(difluoromethyl)pyridin-3-yl)ethanol), C1=CC=C(C=C1)P(C2=CC=CC=C2)C3=CC=CC=C3 (PPh3), Cl (HCl), O (water). Run in C1CCOC1 (THF). Run at time 3 hour. Yields the product N[C@H](CO)C=1C=NC(=CC1)C(F)F ((S)-2-Amino-2-(6-(difluoromethyl)pyridin-3-yl)ethanol). Isolated yield 84.2%. RXN SMILES: [N:1]([C@@H:4]([C:7]1[CH:8]=[N:9][C:10]([CH:13]([F:15])[F:14])=[CH:11][CH:12]=1)[CH2:5][OH:6])=[N+]=[N-].C1C=CC(P(C2C=CC=CC=2)C2C=CC=CC=2)=CC=1.O.Cl>C1COCC1>[NH2:1][C@@H:4]([C:7]1[CH:8]=[N:9][C:10]([CH:13]([F:15])[F:14])=[CH:11][CH:12]=1)[CH2:5][OH:6]. Reported procedure: To a stirred solution of (S)-2-azido-2-(6-(difluoromethyl)pyridin-3-yl)ethanol (1 g, 4.67 mmol) in 15 mL of THF was added PPh3 (2.45 g, 9.39 mmol). The resulting reaction mixture was stirred for 3 h, treated with 0.5 mL of water and stirred for 16 h. After completion of the reaction, the reaction mixture was treated with 2N HCl (15 mL) and extracted with EtOAc. The aqueous layer was treated with aq. NH3 and the volatiles were evaporated to afford a residue. Purification of the residue by column ... Reactants: C(C)(C)(C)OC(=O)N1CC2C(C=3C=C(SC3C2C)Br)C1 (2-Bromo-7-methyl-3b,6,6a,7-tetrahydro-4-H-1-thia-5-aza-cyclopenta[α]-pentalene-5-carboxylic acid tert-butyl ester). The solvent is Cl.O1CCOCC1 (HCl dioxane). Run at time 1 hour. The product is BrC=1SC=2C(C3C(C2C1)CNC3)C (2-Bromo-7-methyl-3b,4,5,6,6a,7-hexahydro-1-thia-5-aza-cyclopenta[α]pentalene). As a reaction SMILES: C(OC([N:8]1[CH2:20][CH:11]2[C:12]3[CH:13]=[C:14]([Br:19])[S:15][C:16]=3[CH:17]([CH3:18])[CH:10]2[CH2:9]1)=O)(C)(C)C>Cl.O1CCOCC1>[Br:19][C:14]1[S:15][C:16]2[CH:17]([CH3:18])[CH:10]3[CH2:9][NH:8][CH2:20][CH:11]3[C:12]=2[CH:13]=1 |f:1.2|. Procedure: The product from step b) (50 mg, 0.14 mmol) was dissolved in 2 mL of 4M HCl/dioxane and stirred at room temperature for one hour. The solvent was evaporated leaving a solid that was purified by preparative LC/MS. MS calculated for C10H12BrNS+H: 258, observed: 258 and 260. 1H NMR (CDCl3300 MHz) δ 1.29 (d, 3H), 1.98 (s, 1H), 3.14 (m, 3H), 3.32 (m 2H), 3.50 (m, 1H), 3.70 (m, 1H), 6.74 (s, 1H) ppm. Reactants: CC(C)=O, COc1cc(NS(=O)(=O)c2ccc(Cl)cc2)c(C(=O)Nc2ccc(S(=O)(=O)N3CCSCC3)cc2)cc1OC, O=C(OO)c1cccc(Cl)c1. Yields the product COc1cc(NS(=O)(=O)c2ccc(Cl)cc2)c(C(=O)Nc2ccc(S(=O)(=O)N3CCS(=O)CC3)cc2)cc1OC. As a reaction SMILES: [CH3:51][C:52](=[O:53])[CH3:54].[Cl:1][c:2]1[cH:3][cH:4][c:5]([S:8](=[O:9])(=[O:10])[NH:11][c:12]2[c:13]([C:14](=[O:15])[NH:16][c:17]3[cH:18][cH:19][c:20]([S:23](=[O:24])(=[O:25])[N:26]4[CH2:27][CH2:28][S:29][CH2:30][CH2:31]4)[cH:21][cH:22]3)[cH:32][c:33]([O:38][CH3:39])[c:34]([O:36][CH3:37])[cH:35]2)[cH:6][cH:7]1.[Cl:40][c:41]1[cH:42][cH:43][cH:44][c:45]([C:46]([O:47][OH:49])=[O:48])[cH:50]1>>[Cl:1][c:2]1[cH:3][cH:4][c:5]([S:8](=[O:9])(=[O:10])[NH:11][c:12]2[c:13]([C:14](=[O:15])[NH:16][c:17]3[cH:18][cH:19][c:20]([S:23](=[O:24])(=[O:25])[N:26]4[CH2:27][CH2:28][S:29](=[O:48])[CH2:30][CH2:31]4)[cH:21][cH:22]3)[cH:32][c:33]([O:38][CH3:39])[c:34]([O:36][CH3:37])[cH:35]2)[cH:6][cH:7]1. The reactants are ClC1=CC=NC2=CC(=C(C=C12)OC)OC (4-chloro-6,7-dimethoxyquinoline), [H-].[Na+] (Sodium hydride), CS(=O)C (dimethyl sulfoxide), Cl.NC1=C(C=C(C=C1)O)Cl (4-Amino-3-chlorophenol hydrochloride). Solvent: O (Water). Conditions: temperature 50 celsius, time 20 minute. Yields the product ClC=1C=C(N)C=CC1OC1=CC=NC2=CC(=C(C=C12)OC)OC (3-Chloro-4-[(6,7-dimethoxy-4-quinolyl)oxy]aniline). Isolated yield 54.1%. Reaction SMILES: [H-].[Na+].CS(C)=O.[ClH:7].[NH2:8][C:9]1[CH:14]=[CH:13][C:12]([OH:15])=[CH:11][C:10]=1Cl.Cl[C:18]1[C:27]2[C:22](=[CH:23][C:24]([O:30][CH3:31])=[C:25]([O:28][CH3:29])[CH:26]=2)[N:21]=[CH:20][CH:19]=1>O>[Cl:7][C:11]1[CH:10]=[C:9]([CH:14]=[CH:13][C:12]=1[O:15][C:18]1[C:27]2[C:22](=[CH:23][C:24]([O:30][CH3:31])=[C:25]([O:28][CH3:29])[CH:26]=2)[N:21]=[CH:20][CH:19]=1)[NH2:8] |f:0.1,3.4|. Reported procedure: Sodium hydride (60 wt %, 0.72 g) was added to dimethyl sulfoxide (10 ml), and the mixture was stirred at 50° C. for 20 min. 4-Amino-3-chlorophenol hydrochloride (1.61 g) was added thereto, and the mixture was stirred at room temperature for 10 min. Next, 4-chloro-6,7-dimethoxyquinoline (1.00 g) was added thereto, and the mixture was stirred at 100° C. overnight. Water was added to the reaction solution, and the mixture was extracted with chloroform. The chloroform layer was then washed with a sa... Starting materials: FF (fluorine), N12CCN(CC1)CC2 (1,4-diazabicyclo[2.2.2]octane), OO (hydrogen peroxide), O (water), B(F)(F)F (boron trifluoride), F[B-](F)(F)F.[H+] (tetrafluoroboric acid). Run at temperature 20 celsius, time 8 hour. Yields the product F[B-](F)(F)F.F[B-](F)(F)F.O[N+]12CC[N+](CC1)(CC2)F (1-hydroxyl-4-fluoro-1,4-diazoniabicyclo[2.2.2]octane bis(tetrafluoroborate)). Isolated yield 93.0%. Reaction SMILES: [N:1]12[CH2:8][CH2:7][N:4]([CH2:5][CH2:6]1)[CH2:3][CH2:2]2.OO.B(F)(F)[F:12].[F:15][B-:16]([F:19])([F:18])[F:17].[H+].FF.[OH2:23]>>[F:15][B-:16]([F:19])([F:18])[F:17].[F:15][B-:16]([F:19])([F:18])[F:17].[OH:23][N+:1]12[CH2:8][CH2:7][N+:4]([F:12])([CH2:5][CH2:6]1)[CH2:3][CH2:2]2 |f:3.4,7.8.9|. Reported procedure: To a solution of 1,4-diazabicyclo[2.2.2]octane (11.2 g, 0.1 mole) in water (100 mL) was added 30% hydrogen peroxide (22.8 mL) while maintaining the temperature between 15°and 20° C. The reaction was stirred at room temperature (20-22° C.) overnight. Next, boron trifluoride gas (6.8 g, 0.1 mole) and tetrafluoroboric acid (50% solution, 10 mL, 0.1 mole) were added, the solution cooled to 9° C. and treated with a mixture of fluorine in nitrogen (10% V/V, 0.125 mole). The reaction was evaporated, th...